The task is: describe an organic reaction: reactants, conditions, products, and yield. This data is from the Open Reaction Database (ORD), a public repository of structured organic reaction records. As a reaction SMILES: [OH-].[Na+].C[O:4][C:5](=[O:44])[CH2:6][C@H:7]1[CH2:12][CH2:11][C@H:10]([C:13]2[CH:18]=[CH:17][C:16]([NH:19][C:20](=[O:43])[CH2:21][CH2:22][NH:23][C:24]([C:26]3[N:27]=[C:28]([C:35]4[CH:40]=[CH:39][C:38]([Cl:41])=[CH:37][C:36]=4[Cl:42])[O:29][C:30]=3[C:31]([F:34])([F:33])[F:32])=[O:25])=[CH:15][CH:14]=2)[CH2:9][CH2:8]1>C1COCC1.CO.O>[Cl:42][C:36]1[CH:37]=[C:38]([Cl:41])[CH:39]=[CH:40][C:35]=1[C:28]1[O:29][C:30]([C:31]([F:33])([F:34])[F:32])=[C:26]([C:24]([NH:23][CH2:22][CH2:21][C:20]([NH:19][C:16]2[CH:17]=[CH:18][C:13]([C@H:10]3[CH2:9][CH2:8][C@H:7]([CH2:6][C:5]([OH:44])=[O:4])[CH2:12][CH2:11]3)=[CH:14][CH:15]=2)=[O:43])=[O:25])[N:27]=1 |f:0.1,3.4.5|. Procedure details: NaOH (23.94 mg, 0.56 mmol) was added to trans-{4-[4-(3-{[2-(2,4-dichlorophenyl)-5-trifluoromethyloxazole-4-carbonyl]amino}propionylamino)phenyl]cyclohexyl}acetic acid methyl ester (75 mg, 0.12 mmol) dissolved in THF/MeOH/water (20 mL, 3:2:1). The reaction mixture was stirred at 25° C. for 15 hours and concentrated under vacuum. The residue was acidified with 1M HCl up to pH 2, stirred for 30 minutes, and filtered. Then, the filtrate was eluted with a gradient of methanol/DCM (5-10%) on a silica ... Run at temperature 25 celsius, time 15 hour. The solvent is C1CCOC1.CO.O (THF MeOH water). Yields the product ClC1=C(C=CC(=C1)Cl)C=1OC(=C(N1)C(=O)NCCC(=O)NC1=CC=C(C=C1)[C@@H]1CC[C@H](CC1)CC(=O)O)C(F)(F)F (trans-{4-[4-(3-{[2-(2,4-dichlorophenyl)-5-trifluoromethyloxazole-4-carbonyl]amino}propionylamino)phenyl]cyclohexyl}acetic acid). Yield: 96.6%. The reactants are [OH-].[Na+] (NaOH), COC(C[C@@H]1CC[C@H](CC1)C1=CC=C(C=C1)NC(CCNC(=O)C=1N=C(OC1C(F)(F)F)C1=C(C=C(C=C1)Cl)Cl)=O)=O (trans-{4-[4-(3-{[2-(2,4-dichlorophenyl)-5-trifluoromethyloxazole-4-carbonyl]amino}propionylamino)phenyl]cyclohexyl}acetic acid methyl ester). Reactants: COC([C@@H](N)CC1=CNC=N1)=O (L-histidine methyl ester), C(C(=O)C)(=O)N1[C@H](C(=O)O)CCC1 (pyruvoyl-L-proline), C(#N)[BH3-].[Na+] (sodium cyano borohydride). Procedure details: In a manner similar to Example 16, L-histidine methyl ester is condensed with pyruvoyl-L-proline in the presence of sodium cyano borohydride to yield N-[1-methoxycarbonyl-2-(1H-imidazol-4-yl)ethyl]-DL-alanyl-L-proline. The nmr spectrum in D2O shows the imidazole protons at 8.6 and 7.3; the protons adjacent to the imidazole and the methyl ester protons at 3.7 and the alanyl methyl at 1.1 to 1.38. The product is COC(=O)C(CC=1N=CNC1)NC(C)C(=O)N1[C@H](C(=O)O)CCC1 (N-[1-methoxycarbonyl-2-(1H-imidazol-4-yl)ethyl]-DL-alanyl-L-proline). RXN SMILES: [CH3:1][O:2][C:3](=[O:12])[C@H:4]([CH2:6][C:7]1[N:11]=[CH:10][NH:9][CH:8]=1)[NH2:5].[C:13]([N:18]1[CH2:25][CH2:24][CH2:23][C@H:19]1[C:20]([OH:22])=[O:21])(=[O:17])[C:14]([CH3:16])=O.C([BH3-])#N.[Na+]>>[CH3:1][O:2][C:3]([CH:4]([NH:5][CH:14]([C:13]([N:18]1[CH2:25][CH2:24][CH2:23][C@H:19]1[C:20]([OH:22])=[O:21])=[O:17])[CH3:16])[CH2:6][C:7]1[N:11]=[CH:10][NH:9][CH:8]=1)=[O:12] |f:2.3|. Reactants: Cl (hydrochloric acid), [OH-].[K+] (potassium hydroxide), BrC=1C(=NC(=C(C#N)C1)OC(C)C)C1=CC=C(C=C1)F (5-bromo-6-(4-fluorophenyl)-2-isopropoxynicotinonitrile), C(C)O (ethanol), resultant mixture. Reaction conditions: temperature 60 celsius, time 30 minute. The product is BrC=1C(=NC(=C(C(=O)OC)C1)OC(C)C)C1=CC=C(C=C1)F (Methyl 5-bromo-6-(4-fluorophenyl)-2-isopropoxynicotinate). As a reaction SMILES: [OH-:1].[K+].[Br:3][C:4]1[C:5]([C:16]2[CH:21]=[CH:20][C:19]([F:22])=[CH:18][CH:17]=2)=[N:6][C:7]([O:12][CH:13]([CH3:15])[CH3:14])=[C:8]([CH:11]=1)[C:9]#N.Cl.[CH2:24]([OH:26])C>>[Br:3][C:4]1[C:5]([C:16]2[CH:21]=[CH:20][C:19]([F:22])=[CH:18][CH:17]=2)=[N:6][C:7]([O:12][CH:13]([CH3:15])[CH3:14])=[C:8]([CH:11]=1)[C:9]([O:26][CH3:24])=[O:1] |f:0.1|. Procedure: An 8 M aqueous potassium hydroxide solution (22.1 mL) was added to a mixture of 5-bromo-6-(4-fluorophenyl)-2-isopropoxynicotinonitrile (5.92 g) and ethanol (50 mL), and the resultant mixture was stirred overnight at 100° C. The reaction mixture was neutralized with 6 M hydrochloric acid at 0° C., followed by extraction with ethyl acetate. The organic layer was dried over anhydrous magnesium sulfate, and then, the solvent was distilled off under reduced pressure. Potassium carbonate (4.88 g) and ... The reactants are COC(C=CC1=CC(=CC=C1)N)=O (3-(3-amino-phenyl)-acrylic acid methyl ester). The reagents and catalysts are [Pd] (Pd on activated carbon). Run in C(C)O (ethanol). Reaction conditions: time 18 hour. Product: COC(CCC1=CC(=CC=C1)N)=O (3-(3-amino-phenyl)propionic acid methyl ester). Isolated yield 98.9%. Reaction SMILES: [CH3:1][O:2][C:3](=[O:13])[CH:4]=[CH:5][C:6]1[CH:11]=[CH:10][CH:9]=[C:8]([NH2:12])[CH:7]=1>C(O)C.[Pd]>[CH3:1][O:2][C:3](=[O:13])[CH2:4][CH2:5][C:6]1[CH:11]=[CH:10][CH:9]=[C:8]([NH2:12])[CH:7]=1. Procedure details: A mixture of 3-(3-amino-phenyl)-acrylic acid methyl ester (6 g) and 10% Pd on activated carbon (1 g) in ethanol (50 ml) was hydrogenated at 30 psi for 18 h and filtered over Celite. Removal of the volatiles in vacuo provided 3-(3-amino-phenyl)propionic acid methyl ester (6 g). Reactants: FC=1C=C(C=C(C1)F)Br (3,5-difluorobromobenzene), C([O-])([O-])=O.[K+].[K+] (potassium carbonate), FC1=C(C=CC(=C1)C1=CC=C(C=C1)CCC)B(O)O (2-fluoro-4-(4-propylphenyl)phenylboronic acid). The reagents and catalysts are C=1C=CC(=CC1)[P](C=2C=CC=CC2)(C=3C=CC=CC3)[Pd]([P](C=4C=CC=CC4)(C=5C=CC=CC5)C=6C=CC=CC6)([P](C=7C=CC=CC7)(C=8C=CC=CC8)C=9C=CC=CC9)[P](C=1C=CC=CC1)(C=1C=CC=CC1)C=1C=CC=CC1 (tetrakis(triphenylphosphine)palladium). Run in C(C)O (ethanol), C(C)O (ethanol). Reaction conditions: temperature 70 celsius, time 5 hour. The product is FC=1C=C(C=C(C1)F)C1=C(C=C(C=C1)C1=CC=C(C=C1)CCC)F (3,5-difluoro-[2-fluoro-4-(4-propylphenyl)phenyl]benzene). Reaction SMILES: [F:1][C:2]1[CH:3]=[C:4](Br)[CH:5]=[C:6]([F:8])[CH:7]=1.C(=O)([O-])[O-].[K+].[K+].[F:16][C:17]1[CH:22]=[C:21]([C:23]2[CH:28]=[CH:27][C:26]([CH2:29][CH2:30][CH3:31])=[CH:25][CH:24]=2)[CH:20]=[CH:19][C:18]=1B(O)O>C(O)C.C1C=CC([P]([Pd]([P](C2C=CC=CC=2)(C2C=CC=CC=2)C2C=CC=CC=2)([P](C2C=CC=CC=2)(C2C=CC=CC=2)C2C=CC=CC=2)[P](C2C=CC=CC=2)(C2C=CC=CC=2)C2C=CC=CC=2)(C2C=CC=CC=2)C2C=CC=CC=2)=CC=1>[F:1][C:2]1[CH:3]=[C:4]([C:18]2[CH:19]=[CH:20][C:21]([C:23]3[CH:28]=[CH:27][C:26]([CH2:29][CH2:30][CH3:31])=[CH:25][CH:24]=3)=[CH:22][C:17]=2[F:16])[CH:5]=[C:6]([F:8])[CH:7]=1 |f:1.2.3,^1:41,43,62,81|. Procedure details: Under a nitrogen atmosphere, a suspension solution containing 3,5-difluorobromobenzene (71 g), potassium carbonate (75 g), tetrakis(triphenylphosphine)palladium (0) (2.2 g), and ethanol (250 mL) was heated to 70° C., and a solution in which 2-fluoro-4-(4-propylphenyl)phenylboronic acid (100 g, prepared by a method disclosed in EP 2123623) had been dissolved in ethanol (200 mL) was dropped thereinto. Then, the resulting solution was stirred at 70° C. for 5 hours. The solution was cooled with ice ... The reactants are ClC1=CC=C(C=2SC3=CC=CC=C3C(C12)=O)OCCC (1-chloro-4-propoxythioxanthone), C(C)(C)C1=CC=CC=2C(C3=CC=CC=C3SC12)=O (4-isopropylthioxanthone). Product: C(C)(C)C1=CC=2C(C3=CC=CC=C3SC2C=C1)=O (2-isopropylthioxanthone). RXN SMILES: Cl[C:2]1[C:15]2[C:14](=[O:16])[C:13]3[C:8](=[CH:9][CH:10]=[CH:11][CH:12]=3)[S:7][C:6]=2[C:5](OCCC)=[CH:4][CH:3]=1.[CH:21](C1C2SC3C(=CC=CC=3)C(=O)C=2C=CC=1)([CH3:23])[CH3:22]>>[CH:21]([C:11]1[CH:10]=[CH:9][C:8]2[S:7][C:6]3[C:15](=[CH:2][CH:3]=[CH:4][CH:5]=3)[C:14](=[O:16])[C:13]=2[CH:12]=1)([CH3:23])[CH3:22]. Procedure: 1-chloro-4-propoxythioxanthone; 4-isopropylthioxanthone; and the mixture thereof. The reactants are intermediate 19c, C(C=C)C1(CCC=2N1C(C(=CN2)NC(=O)OCC2=CC=CC=C2)=O)C(=O)O (6-allyl-3-benzyloxycarbonylamino-4-oxo-4,6,7,8-tetrahydro-pyrrolo[1,2-a]pyrimidine-6-carboxylic acid), C(C)(C)(C)OC(NC(=N)C1=CC=C(C=C1)CN)=O ([(4-aminomethyl-phenyl)-imino-methyl]-carbamic acid tert-butyl ester). The product is C(C1=CC=CC=C1)OC(NC1=CN=C2N(C1=O)C(CC2)(C(NCC2=CC=C(C=C2)C(=N)NC(=O)OC(C)(C)C)=O)CC=C)=O ({6-allyl-6-[4-(tert-butoxycarbonylamino-imino-methyl)-benzylcarbamoyl]-4-oxo-4,6,7,8-tetrahydro-pyrrolo[1,2-a]pyrimidin-3-yl}-carbamic acid benzyl ester). Isolated yield 86.0%. Reaction SMILES: [CH2:1]([C:4]1([C:25](O)=[O:26])[N:8]2[C:9](=[O:24])[C:10]([NH:13][C:14]([O:16][CH2:17][C:18]3[CH:23]=[CH:22][CH:21]=[CH:20][CH:19]=3)=[O:15])=[CH:11][N:12]=[C:7]2[CH2:6][CH2:5]1)[CH:2]=[CH2:3].[C:28]([O:32][C:33](=[O:45])[NH:34][C:35]([C:37]1[CH:42]=[CH:41][C:40]([CH2:43][NH2:44])=[CH:39][CH:38]=1)=[NH:36])([CH3:31])([CH3:30])[CH3:29]>>[CH2:17]([O:16][C:14](=[O:15])[NH:13][C:10]1[C:9](=[O:24])[N:8]2[C:4]([CH2:1][CH:2]=[CH2:3])([C:25](=[O:26])[NH:44][CH2:43][C:40]3[CH:39]=[CH:38][C:37]([C:35]([NH:34][C:33]([O:32][C:28]([CH3:31])([CH3:29])[CH3:30])=[O:45])=[NH:36])=[CH:42][CH:41]=3)[CH2:5][CH2:6][C:7]2=[N:12][CH:11]=1)[C:18]1[CH:23]=[CH:22][CH:21]=[CH:20][CH:19]=1. Procedure: According to the procedure for the preparation of intermediate 19c, intermediate 20b (50 mg, 0.135 mmol) was coupled with [(4-aminomethyl-phenyl)-imino-methyl]-carbamic acid tert-butyl ester to afford 70 mg (86%) of intermediate 20c.